Dataset: the Open Reaction Database (ORD), a public repository of structured organic reaction records. Task: describe an organic reaction: reactants, conditions, products, and yield Starting materials: C(C)[SiH](CC)CC (triethylsilane), BrC1=CC(=C2CC(C(C2=C1)=O)CCCCCCCC)F (6-bromo-4-fluoro-2-octyl-indane-1-one), O (water). The solvent is FC(C(=O)O)(F)F (trifluoro acetic acid). Yields the product BrC1=CC(=C2CC(CC2=C1)CCCCCCCC)F (6-bromo-4-fluoro-2-octyl-indane). RXN SMILES: [Br:1][C:2]1[CH:10]=[C:9]2[C:5]([CH2:6][CH:7]([CH2:12][CH2:13][CH2:14][CH2:15][CH2:16][CH2:17][CH2:18][CH3:19])[C:8]2=O)=[C:4]([F:20])[CH:3]=1.C([SiH](CC)CC)C.O>FC(F)(F)C(O)=O>[Br:1][C:2]1[CH:10]=[C:9]2[C:5]([CH2:6][CH:7]([CH2:12][CH2:13][CH2:14][CH2:15][CH2:16][CH2:17][CH2:18][CH3:19])[CH2:8]2)=[C:4]([F:20])[CH:3]=1. Procedure details: This ketone is dissolved in trifluoro acetic acid and an excess of triethylsilane is added. After completion of the reaction, the mixture is poured into the 10-fold amount of water and extracted with dichloromethane. The combined dichloromethane extracts are washed as described above and dried afterwards. After removing of the solvent by distillation and chromatographic cleaning (silica gel; dichloromethane/heptane; gradient, starting with 1:1) 6-bromo-4-fluoro-2-octyl-indane is obtained. Reactants: C1CCC2C(NC=3C=CC=CC3C21)=S (1,2,3,3a,5,9b-Hexahydrocyclopenta[c]quinoline-4-thione), CN (methylamine). The product is CNC1=NC=2C=CC=CC2C2C1CCC2 (4-Methylamino-2,3,3a,9b-tetrahydro-1H-cyclopenta[c]quinoline). Reaction SMILES: [CH2:1]1[CH:13]2[CH:4]([C:5](=S)[NH:6][C:7]3[CH:8]=[CH:9][CH:10]=[CH:11][C:12]=32)[CH2:3][CH2:2]1.[CH3:15][NH2:16]>>[CH3:15][NH:16][C:5]1[CH:4]2[CH2:3][CH2:2][CH2:1][CH:13]2[C:12]2[CH:11]=[CH:10][CH:9]=[CH:8][C:7]=2[N:6]=1. Reported procedure: 1,2,3,3a,5,9b-Hexahydrocyclopenta[c]quinoline-4-thione (90 mg, 0.44 mmol) is stirred in 2 M methanolic methylamine solution (15 ml) for 24 hours at room temperature. After concentration by evaporation, the residue is purified on silica gel with dichloromethane-methanol: 90 mg (99%).